The task is: describe an organic reaction: reactants, conditions, products, and yield. This data is from the Open Reaction Database (ORD), a public repository of structured organic reaction records. The reactants are BrC=1C=CC(=C(C#N)C1)C(=O)N1CCN(CC1)C1=C(C=C(C=C1)C)C (5-bromo-2-[4-(2,4-dimethylphenyl)piperazine-1-carbonyl]benzonitrile), CN1C(NCC1)=O (1-methylimidazolidin-2-one). The product is CC1=C(C=CC(=C1)C)N1CCN(CC1)C(=O)C1=C(C#N)C=C(C=C1)N1C(N(CC1)C)=O (2-[4-(2,4-dimethylphenyl)piperazine-1-carbonyl]-5-(3-methyl-2-oxoimidazolidin-1-yl)benzonitrile). Yield: 83.7%. Reaction SMILES: Br[C:2]1[CH:3]=[CH:4][C:5]([C:10]([N:12]2[CH2:17][CH2:16][N:15]([C:18]3[CH:23]=[CH:22][C:21]([CH3:24])=[CH:20][C:19]=3[CH3:25])[CH2:14][CH2:13]2)=[O:11])=[C:6]([CH:9]=1)[C:7]#[N:8].[CH3:26][N:27]1[CH2:31][CH2:30][NH:29][C:28]1=[O:32]>>[CH3:25][C:19]1[CH:20]=[C:21]([CH3:24])[CH:22]=[CH:23][C:18]=1[N:15]1[CH2:16][CH2:17][N:12]([C:10]([C:5]2[CH:4]=[CH:3][C:2]([N:29]3[CH2:30][CH2:31][N:27]([CH3:26])[C:28]3=[O:32])=[CH:9][C:6]=2[C:7]#[N:8])=[O:11])[CH2:13][CH2:14]1. Procedure details: Using 5-bromo-2-[4-(2,4-dimethylphenyl)piperazine-1-carbonyl]benzonitrile (398 mg) described in Preparation Example 188 and 1-methylimidazolidin-2-one (120 mg) and by the reaction and treatment in the same manner as in Example 1, the title compound (349 mg) was obtained. The reactants are [N+](=O)([O-])C1=CC=C(C=C1)COC(=O)C=1N2C(C(C2C(C1SC1COC(C1)CN=[N+]=[N-])C)C(C)O)=O (3-[[5-(Azidomethyl)tetrahydro-3-furanyl]thio]-6-(1-hydroxyethyl)-4-methyl-7-oxo-1-azabicyclo[3.2.0]-hept-2-ene-2-carboxylicacid (4-nitrophenyl)methyl ester), P(=O)([O-])([O-])[O-] (phosphate). The reagents and catalysts are [Pd] (palladium/carbon). Run in O1CCOCC1 (dioxane). Yields the product NCC1CC(CO1)SC1=C(N2C(C(C2C1C)C(C)O)=O)C(=O)O (3-[[5-(Aminomethyl)tetrahydro-3-furanyl]thio]-6-(1-hydroxyethyl)-4-methyl-7-oxo-1-azabicyclo[3.2.0]-hept-2-ene-2-carboxylic acid). As a reaction SMILES: [N+](C1C=CC(C[O:11][C:12]([C:14]2[N:15]3[CH:18]([CH:19]([CH3:31])[C:20]=2[S:21][CH:22]2[CH2:26][CH:25]([CH2:27][N:28]=[N+]=[N-])[O:24][CH2:23]2)[CH:17]([CH:32]([OH:34])[CH3:33])[C:16]3=[O:35])=[O:13])=CC=1)([O-])=O.P([O-])([O-])([O-])=O>[Pd].O1CCOCC1>[NH2:28][CH2:27][CH:25]1[O:24][CH2:23][CH:22]([S:21][C:20]2[CH:19]([CH3:31])[CH:18]3[N:15]([C:16](=[O:35])[CH:17]3[CH:32]([OH:34])[CH3:33])[C:14]=2[C:12]([OH:13])=[O:11])[CH2:26]1. Procedure: The title compound is prepared by the procedure of Example 18 using 0.320 gof product from Example 63, 0.220 g of 10% palladium/carbon, 12 ml of 0.05Msodium phosphate buffer (pH 7) and 32 ml of dioxane to give 0.112 g of the desired product. Starting materials: Cc1ccccc1O, CO, O=[Ge], O. Product: Cc1cccc(C)c1O. RXN SMILES: [CH3:1][c:2]1[cH:3][cH:4][cH:5][cH:6][c:7]1[OH:8].[CH3:9][OH:10].[Ge:11]=[O:12].[OH2:13]>>[CH3:1][c:2]1[cH:3][cH:4][cH:5][c:6]([CH3:9])[c:7]1[OH:8]. Reactants: C(C)(=O)OCC (ethyl acetate), C(C)(=O)[O-].[Na+] (Sodium acetate), BrCC(CC)=O (1-bromo-butan-2-one), S1C=NC2=C1C=C(C=C2)N (benzothiazol-6-ylamine). Run in CO (methanol), CCCCCC (hexane). Conditions: time 24 hour. The product is S1C=NC2=C1C=C(C=C2)NCC(CC)=O (1-(Benzothiazol-6-ylamino)-butan-2-one). The yield is 34.1%. Reaction SMILES: C([O-])(=O)C.[Na+].Br[CH2:7][C:8](=[O:11])[CH2:9][CH3:10].[S:12]1[C:16]2[CH:17]=[C:18]([NH2:21])[CH:19]=[CH:20][C:15]=2[N:14]=[CH:13]1.C(OCC)(=O)C>CO.CCCCCC>[S:12]1[C:16]2[CH:17]=[C:18]([NH:21][CH2:7][C:8](=[O:11])[CH2:9][CH3:10])[CH:19]=[CH:20][C:15]=2[N:14]=[CH:13]1 |f:0.1|. Procedure: Sodium acetate (300 mg, 3.66 mmol) and 1-bromo-butan-2-one (0.373 mL, 3.66 mmol) were added to a stirred solution of benzothiazol-6-ylamine (500 mg, 3.328 mmol) in methanol (10 mL) under nitrogen atmosphere. The resulting reaction mass was stirred at room temperature for 24 hours. The reaction was monitored by TLC (20% ethyl acetate in hexane). The reaction mixture was filtered and the solid collected was dried under reduced pressure to afford 250 mg of the product (32% yield). Starting materials: COc1cc2ncc(C#N)c(Nc3ccc(F)c(Br)c3)c2cc1[N+](=O)[O-], CO, CCOC(C)=O, [Cl-], [Fe], [NH4+], O. Product: COc1cc2ncc(C#N)c(Nc3ccc(F)c(Br)c3)c2cc1N. RXN SMILES: [Br:1][c:2]1[cH:3][c:4]([NH:9][c:10]2[c:11]([C:25]#[N:26])[cH:12][n:13][c:14]3[cH:15][c:16]([O:23][CH3:24])[c:17]([N+:20]([O-:21])=[O:22])[cH:18][c:19]23)[cH:5][cH:6][c:7]1[F:8].[CH3:30][OH:31].[CH3:32][CH2:33][O:34][C:35](=[O:36])[CH3:37].[Cl-:27].[Fe:38].[NH4+:28].[OH2:29]>>[Br:1][c:2]1[cH:3][c:4]([NH:9][c:10]2[c:11]([C:25]#[N:26])[cH:12][n:13][c:14]3[cH:15][c:16]([O:23][CH3:24])[c:17]([NH2:20])[cH:18][c:19]23)[cH:5][cH:6][c:7]1[F:8]. The reactants are C1CCOC1, [Li+], CCOC(=O)C(Cc1ccc2c(c1)CCCC2)NC(=O)N1CCC(n2c(=O)[nH]c3c4ccccc4ncc32)CC1, [OH-], O, O. Yields the product O=C(O)C(Cc1ccc2c(c1)CCCC2)NC(=O)N1CCC(n2c(=O)[nH]c3c4ccccc4ncc32)CC1. Reaction SMILES: [CH2:1]1[O:2][CH2:3][CH2:4][CH2:5]1.[Li+:48].[O:6]=[c:7]1[nH:8][c:9]2[c:10]([cH:11][n:12][c:13]3[cH:14][cH:15][cH:16][cH:17][c:18]23)[n:19]1[CH:20]1[CH2:21][CH2:22][N:23]([C:26](=[O:27])[NH:28][CH:29]([C:30](=[O:31])[O:32][CH2:33][CH3:34])[CH2:35][c:36]2[cH:37][c:38]3[c:43]([cH:44][cH:45]2)[CH2:42][CH2:41][CH2:40][CH2:39]3)[CH2:24][CH2:25]1.[OH-:47].[OH2:46].[OH2:49]>>[O:6]=[c:7]1[nH:8][c:9]2[c:10]([cH:11][n:12][c:13]3[cH:14][cH:15][cH:16][cH:17][c:18]23)[n:19]1[CH:20]1[CH2:21][CH2:22][N:23]([C:26](=[O:27])[NH:28][CH:29]([C:30](=[O:31])[OH:32])[CH2:35][c:36]2[cH:37][c:38]3[c:43]([cH:44][cH:45]2)[CH2:42][CH2:41][CH2:40][CH2:39]3)[CH2:24][CH2:25]1. Reactants: C1CCNC1, OCc1c[nH]c(=S)n1C1CCc2c(F)cc(F)cc2C1, CN(C)C=O, O=S(Cl)Cl. Yields the product Fc1cc(F)c2c(c1)CC(n1c(CN3CCCC3)c[nH]c1=S)CC2. Reaction SMILES: [CH2:25]1[CH2:26][CH2:27][NH:28][CH2:29]1.[F:1][c:2]1[c:3]2[c:8]([cH:9][c:10]([F:12])[cH:11]1)[CH2:7][CH:6]([n:13]1[c:14](=[S:20])[nH:15][cH:16][c:17]1[CH2:18][OH:19])[CH2:5][CH2:4]2.[O:30]=[CH:31][N:32]([CH3:33])[CH3:34].[S:21]([Cl:22])([Cl:23])=[O:24]>>[F:1][c:2]1[c:3]2[c:8]([cH:9][c:10]([F:12])[cH:11]1)[CH2:7][CH:6]([n:13]1[c:14](=[S:20])[nH:15][cH:16][c:17]1[CH2:18][N:28]1[CH2:27][CH2:26][CH2:25][CH2:29]1)[CH2:5][CH2:4]2. Starting materials: solution, C(C)(C)(C)OC(=O)N1CC2=CC=C(C=C2C1)C=1CCOCC1 (5-(3,6-dihydro-2H-pyran-4-yl)-1,3-dihydro-isoindole-2-carboxylic acid tert-butyl ester), C(=O)[O-].[NH4+] (ammonium formate). The reagents and catalysts are [Pd] (palladium on charcoal). Run in CO (methanol). The product is C(C)(C)(C)OC(=O)N1CC2=CC=C(C=C2C1)C1CCOCC1 (5-(Tetrahydro-pyran-4-yl)-1,3-dihydro-isoindole-2-carboxylic acid tert-butyl Ester). Yield: 92.0%. RXN SMILES: [C:1]([O:5][C:6]([N:8]1[CH2:16][C:15]2[C:10](=[CH:11][CH:12]=[C:13]([C:17]3[CH2:18][CH2:19][O:20][CH2:21][CH:22]=3)[CH:14]=2)[CH2:9]1)=[O:7])([CH3:4])([CH3:3])[CH3:2].C([O-])=O.[NH4+]>CO.[Pd]>[C:1]([O:5][C:6]([N:8]1[CH2:16][C:15]2[C:10](=[CH:11][CH:12]=[C:13]([CH:17]3[CH2:18][CH2:19][O:20][CH2:21][CH2:22]3)[CH:14]=2)[CH2:9]1)=[O:7])([CH3:4])([CH3:2])[CH3:3] |f:1.2|. Procedure: To a stirred solution 7.27 mmol 5-(3,6-dihydro-2H-pyran-4-yl)-1,3-dihydro-isoindole-2-carboxylic acid tert-butyl ester in 60 ml methanol were added 1.60 g 10% palladium on charcoal and 72.7 mmol ammonium formate and the mixture was heated at reflux for 30 min. The reaction mixture was then cooled to room temperature, filtered, and the filtrate concentrated in vacuo. The residue was taken up in THF and washed with brine. The organic phase was then dried over sodium sulfate and concentrated in vac... The product is CCCCC(CN1CC(O)C1)N(C)C(=O)c1ccc(Cl)cc1. Starting materials: F[B-](F)(F)F, CCCCC(CN1CC(O)C1)NC, CCN(C(C)C)C(C)C, ClCCl, O=C(O)c1ccc(Cl)cc1, CN(C)C(On1nnc2ccccc21)=[N+](C)C. Reaction SMILES: [B-:20]([F:21])([F:22])([F:23])[F:24].[CH3:42][NH:43][CH:44]([CH2:45][N:46]1[CH2:47][CH:48]([OH:50])[CH2:49]1)[CH2:51][CH2:52][CH2:53][CH3:54].[CH:1]([N:2]([CH2:3][CH3:4])[CH:5]([CH3:6])[CH3:7])([CH3:8])[CH3:9].[Cl:55][CH2:56][Cl:57].[OH:10][C:11](=[O:12])[c:13]1[cH:14][cH:15][c:16]([Cl:17])[cH:18][cH:19]1.[n:25]1([O:26][C:27]([N:28]([CH3:29])[CH3:30])=[N+:31]([CH3:32])[CH3:33])[c:34]2[cH:35][cH:36][cH:37][cH:38][c:39]2[n:40][n:41]1>>[C:11](=[O:12])([c:13]1[cH:14][cH:15][c:16]([Cl:17])[cH:18][cH:19]1)[N:43]([CH3:42])[CH:44]([CH2:45][N:46]1[CH2:47][CH:48]([OH:50])[CH2:49]1)[CH2:51][CH2:52][CH2:53][CH3:54].